describe an organic reaction: reactants, conditions, products, and yield From a dataset of the Open Reaction Database (ORD), a public repository of structured organic reaction records. Conditions: temperature 60 celsius. Reaction SMILES: [NH2:1][C:2]1[CH:3]=[CH:4][C:5]([C:12]#[N:13])=[C:6]([C:8]([F:11])([F:10])[F:9])[CH:7]=1.C(OCCCC)(=O)C.[C:22]1(=[O:28])[O:27][C:25](=[O:26])[CH:24]=[CH:23]1>CCCCCCC>[C:12]([C:5]1[CH:4]=[CH:3][C:2]([NH:1][C:22]([CH:23]=[CH:24][C:25]([OH:27])=[O:26])=[O:28])=[CH:7][C:6]=1[C:8]([F:9])([F:10])[F:11])#[N:13]. Product: C(#N)C1=C(C=C(C=C1)NC(=O)C=CC(=O)O)C(F)(F)F (3-(4-Cyano-3-trifluoromethylphenylcarbamoyl)acrylic Acid). The solvent is CCCCCCC (heptane). Reported procedure: 5-amino-2-cyanobenzotrifluoride (210.6 mmoles; 40.00 g) and butyl acetate (80 mL) were added to a 250 mL round bottom flask, followed by the addition of maleic anhydride (231.9 mmoles, 23.20 g). The resulting suspension was heated to 60° C. for 3.5 h. The reaction mixture was cooled to 25° C. and then heptane (160 mL) was added dropwise over a period of 25 minutes. The resulting suspension was filtered and washed with a mixture of 4:1, hepatane:butyl acetate (30 mL) and heptane (45 mL). The cake... Yield: 100.2%. The reactants are NC=1C=CC(=C(C1)C(F)(F)F)C#N (5-amino-2-cyanobenzotrifluoride), C(C)(=O)OCCCC (butyl acetate), C1(\C=C/C(=O)O1)=O (maleic anhydride). Reactants: C(C1=CC=CC=C1)OCCCOCP(OCC)(OCC)=O (diethyl 3-benzyloxypropoxymethylphosphonate). The reagents and catalysts are [Pd] (Palladium on charcoal). The solvent is C(C)O (ethanol), Cl (hydrochloric acid). Run at time 6 hour. Yields the product OCCCOCP(OCC)(OCC)=O (diethyl 3-hydroxypropoxymethylphosphonate). Isolated yield 86.2%. Reaction SMILES: C([O:8][CH2:9][CH2:10][CH2:11][O:12][CH2:13][P:14](=[O:21])([O:18][CH2:19][CH3:20])[O:15][CH2:16][CH3:17])C1C=CC=CC=1>[Pd].C(O)C.Cl>[OH:8][CH2:9][CH2:10][CH2:11][O:12][CH2:13][P:14](=[O:21])([O:15][CH2:16][CH3:17])[O:18][CH2:19][CH3:20]. Procedure details: 10% Palladium on charcoal (4.5 g) was added to a solution of diethyl 3-benzyloxypropoxymethylphosphonate (14.6 g, 46 mmol) in ethanol (250 ml) and 5M hydrochloric acid (4 ml) and the reaction stirred under an atmosphere of hydrogen for 6 h. The catalyst was removed by filtration through a glass-fibre paper and the ethanol evaporated under reduced pressure. The residue was then dissolved in chloroform, dried (MgSO4), filtered and reduced in vacuo to give diethyl 3-hydroxypropoxymethylphosphonate ... Starting materials: BrCc1ccccc1, O=C([O-])[O-], CCOC(C)=O, [K+], [K+], O=Cc1cc(Oc2ccccc2)ccc1O, CN(C)C=O. Product: O=Cc1cc(Oc2ccccc2)ccc1OCc1ccccc1. As a reaction SMILES: [Br:23][CH2:24][c:25]1[cH:26][cH:27][cH:28][cH:29][cH:30]1.[C:17](=[O:18])([O-:19])[O-:20].[CH3:36][CH2:37][O:38][C:39](=[O:40])[CH3:41].[K+:21].[K+:22].[O:1]([c:2]1[cH:3][cH:4][cH:5][cH:6][cH:7]1)[c:8]1[cH:9][cH:10][c:11]([OH:16])[c:12]([CH:13]=[O:14])[cH:15]1.[O:31]=[CH:32][N:33]([CH3:34])[CH3:35]>>[O:1]([c:2]1[cH:3][cH:4][cH:5][cH:6][cH:7]1)[c:8]1[cH:9][cH:10][c:11]([O:16][CH2:24][c:25]2[cH:26][cH:27][cH:28][cH:29][cH:30]2)[c:12]([CH:13]=[O:14])[cH:15]1. The reactants are O=C(NCC1CN(Cc2ccccc2)CCO1)c1ccc(O)cc1, O=C(OCc1ccccc1)ON1C(=O)CCC1=O, CCO, CN(C)C=O, O. The product is O=C(NCC1CN(C(=O)OCc2ccccc2)CCO1)c1ccc(O)cc1. RXN SMILES: [CH2:1]([c:2]1[cH:3][cH:4][cH:5][cH:6][cH:7]1)[N:8]1[CH2:9][CH:10]([CH2:14][NH:15][C:16]([c:17]2[cH:18][cH:19][c:20]([OH:23])[cH:21][cH:22]2)=[O:24])[O:11][CH2:12][CH2:13]1.[CH2:25]([c:26]1[cH:27][cH:28][cH:29][cH:30][cH:31]1)[O:32][C:33]([O:35][N:34]1[C:36](=[O:37])[CH2:38][CH2:39][C:40]1=[O:41])=[O:42].[CH3:44][CH2:45][OH:46].[O:47]=[CH:48][N:49]([CH3:50])[CH3:51].[OH2:43]>>[N:8]1([C:33]([O:32][CH2:25][c:26]2[cH:27][cH:28][cH:29][cH:30][cH:31]2)=[O:35])[CH2:9][CH:10]([CH2:14][NH:15][C:16]([c:17]2[cH:18][cH:19][c:20]([OH:23])[cH:21][cH:22]2)=[O:24])[O:11][CH2:12][CH2:13]1. Starting materials: BrC1=CC=2C(=NC=C(N2)CCC2=CC(=CC(=C2)OC)OC)N1 (6-bromo-2-[2-(3,5-dimethoxyphenyl)ethyl]-5H-pyrrolo[2,3-b]pyrazine), CN1C(CN(CC1)C1=CC=C(C=C1)B1OC(C(O1)(C)C)(C)C)=O (1-methyl-4-(4-(4,4,5,5-tetramethyl-1,3,2-dioxaborolan-2-yl)phenyl)piperazin-2-one). Product: COC=1C=C(CCC=2N=C3C(=NC2)NC(=C3)C3=CC=C(C=C3)N3CC(N(CC3)C)=O)C=C(C1)OC (4-(4-(2-(3,5-Dimethoxyphenethyl)-5H-pyrrolo[2,3-b]pyrazin-6-yl)phenyl)-1-methylpiperazin-2-one). Reaction SMILES: Br[C:2]1[NH:22][C:5]2=[N:6][CH:7]=[C:8]([CH2:10][CH2:11][C:12]3[CH:17]=[C:16]([O:18][CH3:19])[CH:15]=[C:14]([O:20][CH3:21])[CH:13]=3)[N:9]=[C:4]2[CH:3]=1.[CH3:23][N:24]1[CH2:29][CH2:28][N:27]([C:30]2[CH:35]=[CH:34][C:33](B3OC(C)(C)C(C)(C)O3)=[CH:32][CH:31]=2)[CH2:26][C:25]1=[O:45]>>[CH3:21][O:20][C:14]1[CH:13]=[C:12]([CH:17]=[C:16]([O:18][CH3:19])[CH:15]=1)[CH2:11][CH2:10][C:8]1[N:9]=[C:4]2[CH:3]=[C:2]([C:33]3[CH:32]=[CH:31][C:30]([N:27]4[CH2:28][CH2:29][N:24]([CH3:23])[C:25](=[O:45])[CH2:26]4)=[CH:35][CH:34]=3)[NH:22][C:5]2=[N:6][CH:7]=1. Procedure: The compound was prepared by using procedures analogous to those described for the synthesis of Example 53, Step 2 starting from 6-bromo-2-[2-(3,5-dimethoxyphenyl)ethyl]-5H-pyrrolo[2,3-b]pyrazine and 1-methyl-4-(4-(4,4,5,5-tetramethyl-1,3,2-dioxaborolan-2-yl)phenyl)piperazin-2-one. LCMS calculated for C27H30N5O3 (M+H)+: m/z=472.2. Found 472.1.